This data is from the Open Reaction Database (ORD), a public repository of structured organic reaction records. The task is: describe an organic reaction: reactants, conditions, products, and yield The reactants are CC(C)(C)[Si](O[C@H]1[C@@H](O[C@@H]([C@H]1O[Si](C)(C)C(C)(C)C)CO[Si](C)(C)C(C)(C)C)N1C(=O)NC(=O)C=C1)(C)C (2',3',5'-tris-O-((1,1-dimethylethyl)dimethylsilyl)uridine), COC=1C=CC=2C(C3=CC=C(C=C3C2C1)OC)=O (3,6-dimethoxyfluoren-9-one). Yields the product COC=1C=CC=2C(C3=CC=C(C=C3C2C1)OC)(O)C=1C(NC(N([C@H]2[C@H](O[Si](C)(C)C(C)(C)C)[C@H](O[Si](C)(C)C(C)(C)C)[C@@H](CO[Si](C)(C)C(C)(C)C)O2)C1)=O)=O (5-(3,6-Dimethoxy-9-hydroxyfluoren-9-yl)-2',3',5'-tris-O-((1,1-dimethylethyl)dimethylsilyl)uridine). As a reaction SMILES: [CH3:1][C:2]([Si:5]([CH3:38])([CH3:37])[O:6][C@@H:7]1[C@H:11]([O:12][Si:13]([C:16]([CH3:19])([CH3:18])[CH3:17])([CH3:15])[CH3:14])[C@@H:10]([CH2:20][O:21][Si:22]([C:25]([CH3:28])([CH3:27])[CH3:26])([CH3:24])[CH3:23])[O:9][C@H:8]1[N:29]1[CH:36]=[CH:35][C:33](=[O:34])[NH:32][C:30]1=[O:31])([CH3:4])[CH3:3].[CH3:39][O:40][C:41]1[CH:42]=[CH:43][C:44]2[C:45](=[O:56])[C:46]3[C:51]([C:52]=2[CH:53]=1)=[CH:50][C:49]([O:54][CH3:55])=[CH:48][CH:47]=3>>[CH3:55][O:54][C:49]1[CH:48]=[CH:47][C:46]2[C:45]([C:35]3[C:33](=[O:34])[NH:32][C:30](=[O:31])[N:29]([CH:36]=3)[C@@H:8]3[O:9][C@H:10]([CH2:20][O:21][Si:22]([C:25]([CH3:26])([CH3:27])[CH3:28])([CH3:23])[CH3:24])[C@@H:11]([O:12][Si:13]([C:16]([CH3:17])([CH3:18])[CH3:19])([CH3:14])[CH3:15])[C@H:7]3[O:6][Si:5]([C:2]([CH3:1])([CH3:3])[CH3:4])([CH3:38])[CH3:37])([OH:56])[C:44]3[C:52]([C:51]=2[CH:50]=1)=[CH:53][C:41]([O:40][CH3:39])=[CH:42][CH:43]=3. Procedure: 5-(3,6-Dimethoxy-9-hydroxyfluoren-9-yl)-2',3',5'-tris-O-((1,1-dimethylethyl)dimethylsilyl)uridine was prepared from 2',3',5'-tris-O-((1,1-dimethylethyl)dimethylsilyl)uridine according to the method of Example 1 step (i) (using 3,6-dimethoxyfluoren-9-one (J. Org. Chem. (1993) 58 (16), 4398-4404) instead of benzophenone) as a pale yellow solid. Reactants: CN1CCOCC1 (N-methyl morpholine), C=1C=CC2=C(C1)N=NN2O (HOBT), C(C1=CC=CC=C1)N1CC2C(C2C1)N (3-benzyl-3-azabicylo[3.1.0]hex-6-yl amine), OC1=C(C=C(C=C1)C)C(CC(=O)O)C1=CC=CC=C1 (3-(2-hydroxy-5-methylphenyl)-3-phenyl propionic acid), NCC(=O)NC1C2CN(CC12)CC1=CC=CC=C1 (2-amino-N-(3-benzyl-3-azabicyclo[3.1.0]hex-6-yl)-acetamide), C(C)(C)(C)OC(=O)NCC(=O)O (t-butoxy carbonylamino-acetic acid). Solvent: O (water), CN(C=O)C (dimethylformamide). Conditions: time 1 hour. Yields the product C(C1=CC=CC=C1)N1CC2C(C2C1)NC(=O)CNC(CC(C1=CC=CC=C1)C1=C(C=CC(=C1)C)O)=O (N-[(3-benzyl-3-azabicyclo[3.1.0]hex-6-yl carbamoyl)-methyl]-3-(2-hydroxy-5-methylphenyl)-3-phenyl-propionamide). Reaction SMILES: [OH:1][C:2]1[CH:7]=[CH:6][C:5]([CH3:8])=[CH:4][C:3]=1[CH:9]([C:14]1[CH:19]=[CH:18][CH:17]=[CH:16][CH:15]=1)[CH2:10][C:11]([OH:13])=O.[NH2:20][CH2:21][C:22]([NH:24][CH:25]1[CH:30]2[CH:26]1[CH2:27][N:28]([CH2:31][C:32]1[CH:37]=[CH:36][CH:35]=[CH:34][CH:33]=1)[CH2:29]2)=[O:23].C(OC(NCC(O)=O)=O)(C)(C)C.C(N1CC2C(C2N)C1)C1C=CC=CC=1.CN1CCOCC1.C1C=CC2N(O)N=NC=2C=1>CN(C)C=O.O>[CH2:31]([N:28]1[CH2:27][CH:26]2[CH:30]([CH:25]2[NH:24][C:22]([CH2:21][NH:20][C:11](=[O:13])[CH2:10][CH:9]([C:3]2[CH:4]=[C:5]([CH3:8])[CH:6]=[CH:7][C:2]=2[OH:1])[C:14]2[CH:19]=[CH:18][CH:17]=[CH:16][CH:15]=2)=[O:23])[CH2:29]1)[C:32]1[CH:33]=[CH:34][CH:35]=[CH:36][CH:37]=1. Procedure details: The compound, 3-(2-hydroxy-5-methylphenyl)-3-phenyl propionic acid (198 mg, 0.77 mmole, 1 eq) and 2-amino-N-(3-benzyl-3-azabicyclo[3.1.0]hex-6-yl)-acetamide, 200 mg, 0.179 mmole, 1 eq prepared by reacting t-butoxy carbonylamino-acetic acid with 3-benzyl-3-azabicylo[3.1.0]hex-6-yl amine, which in turn, was prepared following the procedure of T. F. Braish et al., Synlett, 1996, 1100) were dissolved in dimethylformamide (3 ml). The reaction mixture was cooled to 0° C. with subsequent addition of N-... Starting materials: CONC1CC2CC(OC3=C2C(=CC(=C3)OC(C)CCCC3=CC=CC=C3)O1)(C)C (2-methoxyamino-5,5-dimethyl-8-(5-phenyl-2-pentyloxy)-3,3a,4,5-tetrahydro-2H-pyrano[4,3,2-de]benzopyran), [OH-].[Na+] (sodium hydroxide). Reagents/catalysts: [Ni].[Al] (nickel aluminum). Solvent: CO (methanol). Reaction conditions: temperature 40 celsius, time 1 hour. Yields the product NCCC1CC(OC2=C1C(=CC(=C2)OC(C)CCCC2=CC=CC=C2)O)(C)C (4-(2-Aminoethyl)-5-hydroxy-2,2-dimethyl-7-(5-phenyl-2-pentyloxy)-3,4-dihydro-2H-benzopyran). Yield: 99.4%. As a reaction SMILES: CO[NH:3][CH:4]1[O:28][C:12]2=[CH:13][C:14]([O:16][CH:17]([CH2:19][CH2:20][CH2:21][C:22]3[CH:27]=[CH:26][CH:25]=[CH:24][CH:23]=3)[CH3:18])=[CH:15][C:10]3=[C:11]2[CH:6]([CH2:7][C:8]([CH3:30])([CH3:29])[O:9]3)[CH2:5]1.[OH-].[Na+]>CO.[Ni].[Al]>[NH2:3][CH2:4][CH2:5][CH:6]1[C:11]2[C:12]([OH:28])=[CH:13][C:14]([O:16][CH:17]([CH2:19][CH2:20][CH2:21][C:22]3[CH:23]=[CH:24][CH:25]=[CH:26][CH:27]=3)[CH3:18])=[CH:15][C:10]=2[O:9][C:8]([CH3:29])([CH3:30])[CH2:7]1 |f:1.2,4.5|. Procedure: In a stirred flask, under nitrogen, was placed 17.5 g (0.043 mole) 2-methoxyamino-5,5-dimethyl-8-(5-phenyl-2-pentyloxy)-3,3a,4,5-tetrahydro-2H-pyrano[4,3,2-de]benzopyran in 1800 ml methanol. The mixture was warmed to 40° C. and 1080 ml 1N sodium hydroxide was added in portions over ten minutes. The mixture was heated to 55° C. and 20.4 g Raney Alloy (nickel/aluminum 1:1 by weight) was added in portions over ten minutes (foaming!). The resulting mixture was stirred at 55° C. for one hour, allowed...